Dataset: the Open Reaction Database (ORD), a public repository of structured organic reaction records. Task: describe an organic reaction: reactants, conditions, products, and yield The reactants are N1(N=CN=C1)C1=CC=C(CN2C=C3N(C(N(C(C3=C2Cl)=O)C)=O)CC(C)C)C=C1 (6-(4-(1H-1,2,4-triazol-1-yl)benzyl)-5-chloro-1-isobutyl-3-methyl-1H-pyrrolo[3,4-d]pyrimidine-2,4(3H,6H)-dione), C1(=CC=CC=C1)O (phenol), C(=O)([O-])[O-].[Cs+].[Cs+] (Cs2CO3). The solvent is O1CCOCC1 (dioxane). Conditions: temperature 150 celsius. The product is N1(N=CN=C1)C1=CC=C(CN2C=C3N(C(N(C(C3=C2OC2=CC=CC=C2)=O)C)=O)CC(C)C)C=C1 (6-(4-(1H-1,2,4-triazol-1-yl)benzyl)-1-isobutyl-3-methyl-5-phenoxy-1H-pyrrolo[3,4-d]pyrimidine-2,4(3H,6H)-dione). The yield is 58.6%. RXN SMILES: [N:1]1([C:6]2[CH:29]=[CH:28][C:9]([CH2:10][N:11]3[C:19](Cl)=[C:18]4[C:13]([N:14]([CH2:24][CH:25]([CH3:27])[CH3:26])[C:15](=[O:23])[N:16]([CH3:22])[C:17]4=[O:21])=[CH:12]3)=[CH:8][CH:7]=2)[CH:5]=[N:4][CH:3]=[N:2]1.[C:30]1([OH:36])[CH:35]=[CH:34][CH:33]=[CH:32][CH:31]=1.C([O-])([O-])=O.[Cs+].[Cs+]>O1CCOCC1>[N:1]1([C:6]2[CH:29]=[CH:28][C:9]([CH2:10][N:11]3[C:19]([O:36][C:30]4[CH:35]=[CH:34][CH:33]=[CH:32][CH:31]=4)=[C:18]4[C:13]([N:14]([CH2:24][CH:25]([CH3:27])[CH3:26])[C:15](=[O:23])[N:16]([CH3:22])[C:17]4=[O:21])=[CH:12]3)=[CH:8][CH:7]=2)[CH:5]=[N:4][CH:3]=[N:2]1 |f:2.3.4|. Procedure details: Crude 6-(4-(1H-1,2,4-triazol-1-yl)benzyl)-5-chloro-1-isobutyl-3-methyl-1H-pyrrolo[3,4-d]pyrimidine-2,4(3H,6H)-dione (12 mg, 0.029 mmol), phenol (14 mg, 0.15 mmol) and Cs2CO3 (29 mg, 0.087 mmol) are placed in a microwave vial, and then dioxane (0.25 mL) is added. The vial is sealed and heated in a Biotage microwave instrument at 150° C. for 3 h. The reaction mixture is then purified with a semi-preparative HPLC to give 8.0 mg of product as off-white solid (purity: 97%). MS (ESI) m/z 471.2 [M+H]+.